The task is: describe an organic reaction: reactants, conditions, products, and yield. This data is from the Open Reaction Database (ORD), a public repository of structured organic reaction records. Reactants: N1=C(C=CC=C1)C1=NC=CC=C1 (2,2′Bipyridine), S(O)(O)(=O)=O (sulfuric acid), amine. Run in OS(=O)(=O)O.O=S(=O)=O (oleum), OS(=O)(=O)O.O=S(=O)=O (oleum). Run at temperature 20 celsius. The product is N1=C(C(=C(C=C1)S(=O)(=O)O)S(=O)(=O)O)C1=NC=CC=C1 (2,2′bipyridine di sulfonic acid). Reaction SMILES: [N:1]1[CH:6]=[CH:5][CH:4]=[CH:3][C:2]=1[C:7]1[CH:12]=[CH:11][CH:10]=[CH:9][N:8]=1.[S:13](=[O:17])(=[O:16])([OH:15])O>OS(O)(=O)=O.O=S(=O)=O>[N:1]1[CH:6]=[CH:5][C:4]([S:13]([OH:15])(=[O:17])=[O:16])=[C:3]([S:13]([OH:17])(=[O:16])=[O:15])[C:2]=1[C:7]1[CH:12]=[CH:11][CH:10]=[CH:9][N:8]=1 |f:2.3|. Procedure: 2 g of 2,2′Bipyridine was charged into a reactor, and 20 cc of concentrated sulfuric acid was added to it. This mixture was stirred until the amine dissolved. 20 cc of oleum 65% was added to this mixture under rapid stirring, and the reactor was cooled to about 20° C. After the solution of oleum, the reactants and contents were heated to 50° C. and maintained at this temperature for 48 hours. The reactor and its contents were cooled, and distilled water (10 cc) was added to the reaction mixture ... Starting materials: [O-]B([O-])Oc1ccc(N2CCCCC2)cc1, COC(=O)C1=Cc2cc(Br)ccc2S(=O)(=O)CC1, O=C([O-])[O-], CCO, [K+], [K+], O, Cc1ccccc1. Product: COC(=O)C1=Cc2cc(-c3ccc(N4CCCCC4)cc3)ccc2S(=O)(=O)CC1. Reaction SMILES: [B:19]([O-:20])([O-:33])[O:34][c:21]1[cH:22][cH:23][c:24]([N:27]2[CH2:28][CH2:29][CH2:30][CH2:31][CH2:32]2)[cH:25][cH:26]1.[Br:1][c:2]1[cH:3][cH:4][c:5]2[c:6]([cH:18]1)[CH:7]=[C:8]([C:14](=[O:15])[O:16][CH3:17])[CH2:9][CH2:10][S:11]2(=[O:12])=[O:13].[C:35](=[O:36])([O-:37])[O-:38].[CH2:42]([OH:43])[CH3:44].[K+:39].[K+:40].[OH2:41].[c:45]1([CH3:46])[cH:47][cH:48][cH:49][cH:50][cH:51]1>>[c:2]1(-[c:21]2[cH:22][cH:23][c:24]([N:27]3[CH2:28][CH2:29][CH2:30][CH2:31][CH2:32]3)[cH:25][cH:26]2)[cH:3][cH:4][c:5]2[c:6]([cH:18]1)[CH:7]=[C:8]([C:14](=[O:15])[O:16][CH3:17])[CH2:9][CH2:10][S:11]2(=[O:12])=[O:13]. As a reaction SMILES: [CH3:15][c:16]1[cH:17][cH:18][cH:19][cH:20][cH:21]1.[CH3:22][OH:23].[ClH:1].[NH2:2][CH2:3][CH2:4][S:5][c:6]1[c:7]([C:11]([O:13][CH3:12])=[O:14])[s:8][cH:9][cH:10]1>>[NH:2]1[CH2:3][CH2:4][S:5][c:6]2[c:7]([s:8][cH:9][cH:10]2)[C:11]1=[O:13]. Reactants: Cc1ccccc1, CO, Cl, COC(=O)c1sccc1SCCN. Product: O=C1NCCSc2ccsc21. Starting materials: ice water, C(C)(C)(C)OC(=O)N1[C@@H](CCC1)C1CO1 ((25)-1-(tert-butoxycarbonyl)-2-(1,2-epoxyethyl)pyrrolidine), ClC1=CC=C(C=C1)O (4-chlorophenol), C[O-].[Na+] (sodium methoxide). The solvent is CO (methanol), CO (methanol). Reaction conditions: temperature 70 celsius, time 19 hour. Yields the product C(C)(C)(C)OC(=O)N1[C@@H](CCC1)C(COC1=CC=C(C=C1)Cl)O ((2S)-1-(tert-Butoxycarbonyl)-2-[2-(4-chlorophenoxy)-1hydroxyethyl]pyrrolidine). Isolated yield 81.1%. As a reaction SMILES: [C:1]([O:5][C:6]([N:8]1[CH2:12][CH2:11][CH2:10][C@H:9]1[CH:13]1[O:15][CH2:14]1)=[O:7])([CH3:4])([CH3:3])[CH3:2].[Cl:16][C:17]1[CH:22]=[CH:21][C:20]([OH:23])=[CH:19][CH:18]=1.C[O-].[Na+]>CO>[C:1]([O:5][C:6]([N:8]1[CH2:12][CH2:11][CH2:10][C@H:9]1[CH:13]([OH:15])[CH2:14][O:23][C:20]1[CH:21]=[CH:22][C:17]([Cl:16])=[CH:18][CH:19]=1)=[O:7])([CH3:2])([CH3:3])[CH3:4] |f:2.3|. Procedure details: To a solution of (25)-1-(tert-butoxycarbonyl)-2-(1,2-epoxyethyl)pyrrolidine (1.50 g) in methanol (5 ml) were added 4-chlorophenol (1.90 g) and 1M sodium methoxide in methanol (7.1 ml), followed by 19 hour' reflux at 70° C. The reaction mixture was poured into ice water and extracted with ethyl acetate. The organic layer was washed with 2N sodium hydroxide, saturated ammonium chloride and saturated brine, dried over anhydrous magnesium sulfate, and concentrated to give a etude product of the titl... Starting materials: CSC1=CC=C(N)C=C1 (4-(methylthio)aniline), C(C)OC1=CC=C(C=O)C=C1 (4-ethoxybenzaldehyde), C(C)(=O)O[BH-](OC(C)=O)OC(C)=O.[Na+] (sodium triacetoxyborohydride). Run in ClCCl (dichloromethane). Reaction conditions: time 8 hour. The product is C(C)OC1=CC=C(CNC2=CC=C(C=C2)SC)C=C1 ((4-Ethoxy-benzyl)-(4-methylsulfanylphenyl)-amine). Isolated yield 71.6%. Reaction SMILES: [CH3:1][S:2][C:3]1[CH:9]=[CH:8][C:6]([NH2:7])=[CH:5][CH:4]=1.[CH2:10]([O:12][C:13]1[CH:20]=[CH:19][C:16]([CH:17]=O)=[CH:15][CH:14]=1)[CH3:11].C(O[BH-](OC(=O)C)OC(=O)C)(=O)C.[Na+]>ClCCl>[CH2:10]([O:12][C:13]1[CH:20]=[CH:19][C:16]([CH2:17][NH:7][C:6]2[CH:8]=[CH:9][C:3]([S:2][CH3:1])=[CH:4][CH:5]=2)=[CH:15][CH:14]=1)[CH3:11] |f:2.3|. Procedure details: To 5.0 mL (40.19 mmol) of 4-(methylthio)aniline dissloved in 25 mL dichloromethane was added 5.59 mL (40.19 mmol) 4-ethoxybenzaldehyde followed by 12.78 g (60.28 mmol) sodium triacetoxyborohydride. The mixture was stirred at overnight at room temperature, partitioned between EtOAc and brine, dried over MgSO4 and concentrated. Crystallization from dichloromethane/hexane, provided 7.87 g of (4-Ethoxy-benzyl)-(4-methylsulfanylphenyl)-amine, pure by 1H NMR. The reactants are O=S(Cl)Cl, O=S(=O)(Cl)c1ccccc1. Product: O=S(Cl)c1ccccc1. Reaction SMILES: [S:1]([Cl:2])([Cl:3])=[O:4].[c:5]1([S:11](=[O:12])(=[O:13])[Cl:14])[cH:6][cH:7][cH:8][cH:9][cH:10]1>>[c:5]1([S:11](=[O:12])[Cl:14])[cH:6][cH:7][cH:8][cH:9][cH:10]1. The reactants are COC1=CC=C(C=C1)N (p-anisidine), C([O-])([O-])=O.[Na+].[Na+] (sodium carbonate), BrBr (bromine), C(C)(=O)OCC (ethyl acetate). Solvent: ClCCl (dichloromethane), ClCCl (dichloromethane), ClCCl (dichloromethane), CCCCCC (hexane). Run at time 45 minute. The product is BrC1=C(N)C=CC(=C1)OC (2-Bromo-4-methoxyaniline). Yield: 25.0%. RXN SMILES: [CH3:1][O:2][C:3]1[CH:8]=[CH:7][C:6]([NH2:9])=[CH:5][CH:4]=1.C(=O)([O-])[O-].[Na+].[Na+].[Br:16]Br.C(OCC)(=O)C>ClCCl.CCCCCC>[Br:16][C:7]1[CH:8]=[C:3]([O:2][CH3:1])[CH:4]=[CH:5][C:6]=1[NH2:9] |f:1.2.3|. Procedure: To a solution of p-anisidine (10 g, 0.08 mol) and sodium carbonate (17.2 g, 0.16 mol) in dichloromethane (400 ml) was added a solution of bromine (3.8 ml), 0.072 mol) in dichloromethane (200 ml) dropwise. The reaction was stirred at ambient temperature for 45 minutes, diluted with dichloromethane (200 ml) and washed with water (2×200 ml). The organic layer was dried over magnesium sulphate, and the solvent was removed in vacuo to yield a dark brown oil. Chromatography on silica eluting with a gr... Starting materials: N1=C(C=CC=C1)C#CC(=O)O (pyridin-2-ylpropynoic acid), ClC1=C(OCCN(CC)CC)C=CC(=C1)N ([2-(2-chloro-4-aminophenoxy)ethyl]diethylamine), ClCCl.CO.N (dichloromethane methanol ammonia). Yields the product Cl.ClC=1C=C(C=CC1OCCN(CC)CC)NC(C#CC1=NC=CC=C1)=O (3-pyridin-2-ylpropynoic acid-[3-chloro-4-(2-diethylaminoethoxy)phenyl]amide hydrochloride). Procedure details: Prepared analogously to Example 2.3.f. from pyridin-2-ylpropynoic acid and [2-(2-chloro-4-aminophenoxy)ethyl]diethylamine. Yield: 0.37 g (53.3% of theory); C20H22ClN3O2*HCl (M=408.33); calc.: molecular ion peak (M+H)+: 372/374; found: molecular ion peak (M+H)+: 372/374; Rf value: 0.5 (silica gel, dichloromethane/methanol/ammonia (9:1:0.1)). RXN SMILES: [N:1]1[CH:6]=[CH:5][CH:4]=[CH:3][C:2]=1[C:7]#[C:8][C:9]([OH:11])=O.[Cl:12][C:13]1[CH:26]=[C:25]([NH2:27])[CH:24]=[CH:23][C:14]=1[O:15][CH2:16][CH2:17][N:18]([CH2:21][CH3:22])[CH2:19][CH3:20].ClCCl.CO.N>>[ClH:12].[Cl:12][C:13]1[CH:26]=[C:25]([NH:27][C:9](=[O:11])[C:8]#[C:7][C:2]2[CH:3]=[CH:4][CH:5]=[CH:6][N:1]=2)[CH:24]=[CH:23][C:14]=1[O:15][CH2:16][CH2:17][N:18]([CH2:21][CH3:22])[CH2:19][CH3:20] |f:2.3.4,5.6|.